The task is: describe an organic reaction: reactants, conditions, products, and yield. This data is from the Open Reaction Database (ORD), a public repository of structured organic reaction records. Reactants: COC(=O)C=1C(OC2=CC(=CC=C2C1O)Br)=O (7-bromo-4-hydroxy-2-oxo-2H-chromene-3-carboxylic acid methyl ester), [Na+].NCC(=O)[O-] (glycine sodium salt). The solvent is COCCO (2-methoxyethanol). Yields the product BrC1=CC=C2C(=C(C(OC2=C1)=O)C(=O)NCC(=O)O)O ([(7-Bromo-4-hydroxy-2-oxo-2H-chromene-3-carbonyl)-amino]-acetic acid). Isolated yield 99.1%. RXN SMILES: CO[C:3]([C:5]1[C:6](=[O:17])[O:7][C:8]2[C:13]([C:14]=1[OH:15])=[CH:12][CH:11]=[C:10]([Br:16])[CH:9]=2)=[O:4].[Na+].[NH2:19][CH2:20][C:21]([O-:23])=[O:22]>COCCO>[Br:16][C:10]1[CH:9]=[C:8]2[C:13]([C:14]([OH:15])=[C:5]([C:3]([NH:19][CH2:20][C:21]([OH:23])=[O:22])=[O:4])[C:6](=[O:17])[O:7]2)=[CH:12][CH:11]=1 |f:1.2|. Procedure: A mixture of 7-bromo-4-hydroxy-2-oxo-2H-chromene-3-carboxylic acid methyl ester (example 11-b) (2.835 g, 9.47 mmol) and glycine sodium salt (13.8 g, 142.12 mmol) in 2-methoxyethanol (100 mL) was refluxed for 6 h; then cooled, solvent was evaporated, the residue was dissolved in water and acidified with 2 M HCl solution; the precipitates were collected via filtration, washed with water and air dried to give the desired title product (3.209 g). 1H NMR (200 MHz, DMSO-d6): δ (ppm)=18-12 (br, 2H), 9.... Reactants: ClC1=CC2=C(C(NC3=C(N2C(CCl)=O)N=CC=C3)=O)C=C1 (9-chloro-11-(chloroacetyl)-5,11-dihydro-6H-pyrido[2,3-b][1,4]benzodiazepin-6-one), C(C)N(CC)CC1NCCCC1 (2-[(diethylamino)methyl]piperidine). Solvent: O1CCOCC1 (dioxane). The product is ClC1=CC2=C(C(NC3=C(N2C(CN2C(CCCC2)CN(CC)CC)=O)N=CC=C3)=O)C=C1 (9-Chloro-11-[[2-[(diethylamino)methyl]-1-piperidinyl]acetyl]-5,11-dihydro-6H-pyrido[2,3-b][1,4]benzodiazepin-6-one). RXN SMILES: [Cl:1][C:2]1[CH:21]=[CH:20][C:5]2[C:6](=[O:19])[NH:7][C:8]3[CH:18]=[CH:17][CH:16]=[N:15][C:9]=3[N:10]([C:11](=[O:14])[CH2:12]Cl)[C:4]=2[CH:3]=1.[CH2:22]([N:24]([CH2:27][CH:28]1[CH2:33][CH2:32][CH2:31][CH2:30][NH:29]1)[CH2:25][CH3:26])[CH3:23]>O1CCOCC1>[Cl:1][C:2]1[CH:21]=[CH:20][C:5]2[C:6](=[O:19])[NH:7][C:8]3[CH:18]=[CH:17][CH:16]=[N:15][C:9]=3[N:10]([C:11](=[O:14])[CH2:12][N:29]3[CH2:30][CH2:31][CH2:32][CH2:33][CH:28]3[CH2:27][N:24]([CH2:25][CH3:26])[CH2:22][CH3:23])[C:4]=2[CH:3]=1. Reported procedure: 5.6 g (0.0174 mole) of 9-chloro-11-(chloroacetyl)-5,11-dihydro-6H-pyrido[2,3-b][1,4]benzodiazepin-6-one were suspended in 100 ml of anhydrous dioxane and, after addition of 6.0 g (0.035 mol) of 2-[(diethylamino)methyl]piperidine, the mixture was boiled under reflux for 12 hours. The reactants are C1=CC=C(C=C1)S(=O)(=O)NO (piloty acid), C[O-].[Na+] (sodium methoxide), CO (methanol), C(C#C)Br (propargyl bromine). The solvent is CCOCC (ether). Reaction conditions: temperature 30 celsius, time 1 hour. Yields the product C(C#C)NS(=O)(=O)C1=CC=CC=C1 (N-propargyl benzenesulfonamide). RXN SMILES: [CH:1]1[CH:6]=[CH:5][C:4]([S:7]([NH:10]O)(=[O:9])=[O:8])=[CH:3][CH:2]=1.CO.[CH2:14](Br)[C:15]#[CH:16].C[O-].[Na+]>CCOCC>[CH2:16]([NH:10][S:7]([C:4]1[CH:5]=[CH:6][CH:1]=[CH:2][CH:3]=1)(=[O:9])=[O:8])[C:15]#[CH:14] |f:3.4|. Procedure: To 8.6 g. piloty acid dissolved in 50 ml. methanol, propargyl bromine (6.6 g.) was added. 10.8 g. sodium methoxide (25%) was added slowly dropwise. An exothermic reaction resulted, the temperature was maintained at 30° C. The reaction mixture was stirred for approximately 1 hour at room temperature. The solvent was removed in vacuo. There was obtained a yellow solid. This material was treated with ether and the solid filtered off and dried. There was obtained 3.1 g. of the title compound, a low ...